From a dataset of the Open Reaction Database (ORD), a public repository of structured organic reaction records. describe an organic reaction: reactants, conditions, products, and yield The reactants are C[Mg]Br (Methylmagnesium bromide), C[Mg]Br (Methylmagnesium bromide), ice, FC1(CC(C1)COCC1=CC(=NC(=N1)NC1=CC(=C(C=C1)N1C=NC(=C1)C)OC)C(C)=O)F (1-(6-(((3,3-difluorocyclobutyl)methoxy)methyl)-2-(3-methoxy-4-(4-methyl-1H-imidazol-1-yl)-phenylamino)pyrimidin-4-yl)ethanone). Run in O1CCCC1 (tetrahydrofuran). Conditions: time 10 minute. Yields the product FC1(CC(C1)COCC1=CC(=NC(=N1)NC1=CC(=C(C=C1)N1C=NC(=C1)C)OC)C(C)(C)O)F (2-(6-(((3,3-Difluorocyclobutyl)methoxy)methyl)-2-(3-methoxy-4-(4-methyl-1H-imidazol-1-yl)phenylamino)pyrimidin-4-yl)propan-2-ol). Reaction SMILES: [CH3:1][Mg]Br.[F:4][C:5]1([F:36])[CH2:8][CH:7]([CH2:9][O:10][CH2:11][C:12]2[N:17]=[C:16]([NH:18][C:19]3[CH:24]=[CH:23][C:22]([N:25]4[CH:29]=[C:28]([CH3:30])[N:27]=[CH:26]4)=[C:21]([O:31][CH3:32])[CH:20]=3)[N:15]=[C:14]([C:33](=[O:35])[CH3:34])[CH:13]=2)[CH2:6]1>O1CCCC1>[F:36][C:5]1([F:4])[CH2:8][CH:7]([CH2:9][O:10][CH2:11][C:12]2[N:17]=[C:16]([NH:18][C:19]3[CH:24]=[CH:23][C:22]([N:25]4[CH:29]=[C:28]([CH3:30])[N:27]=[CH:26]4)=[C:21]([O:31][CH3:32])[CH:20]=3)[N:15]=[C:14]([C:33]([OH:35])([CH3:1])[CH3:34])[CH:13]=2)[CH2:6]1. Procedure: Methylmagnesium bromide (0.105 mL, 0.31 mmol) was added to an ice-cold solution of 1-(6-(((3,3-difluorocyclobutyl)methoxy)methyl)-2-(3-methoxy-4-(4-methyl-1H-imidazol-1-yl)-phenylamino)pyrimidin-4-yl)ethanone (16 mg, 0.03 mmol) in tetrahydrofuran (5 mL) under argon atmosphere. The mixture was stirred for 10 min. Methylmagnesium bromide (0.058 mL, 0.17 mmol) was added and the mixture was stirred for 10 minutes. The reaction was quenched with of ammonium chloride (aq, sat). The mixture was concent...